describe an organic reaction: reactants, conditions, products, and yield From a dataset of the Open Reaction Database (ORD), a public repository of structured organic reaction records. Starting materials: CC=1C(=C(NC1)C(=O)OCC)C1=C(C=CC=C1)[N+](=O)[O-] (ethyl 4-methyl-3-(2-nitrophenyl)-1H-pyrrole-2-carboxylate). Reagents/catalysts: [Fe] (iron). Run in CC(=O)O (AcOH). Run at temperature 100 celsius. Product: CC1=CNC=2C(=NC=3C=CC=CC3C21)O (1-methyl-3H-pyrrolo[2,3-c]quinolin-4-ol). The yield is 86.5%. Reaction SMILES: [CH3:1][C:2]1[C:3]([C:12]2[CH:17]=[CH:16][CH:15]=[CH:14][C:13]=2[N+:18]([O-])=O)=[C:4]([C:7](OCC)=[O:8])[NH:5][CH:6]=1>CC(O)=O.[Fe]>[CH3:1][C:2]1[C:3]2[C:12]3[CH:17]=[CH:16][CH:15]=[CH:14][C:13]=3[N:18]=[C:7]([OH:8])[C:4]=2[NH:5][CH:6]=1. Procedure details: A solution of ethyl 4-methyl-3-(2-nitrophenyl)-1H-pyrrole-2-carboxylate (3.2 g, 11.67 mmol) in AcOH (117 mL) was treated at 20° C. with iron dust (6.52 g, 117 mmol). The reaction mixture was heated at 100° C. for 3 h. The white precipitate was removed by filtration and the filtrates were concentrated to give a residue that was purified on silica gel (gradient elution, 50-100% MeOH/Acetone) to afford the title compound (2.0 g, 86%) as a solid. LCMS (ES+) m/z 199 (M+H)+. Reactants: CCCN=C=O, NCC1CC(n2cc(-c3cccc(OCc4ccccc4)c3)c3c(N)ncnc32)C1. The product is CCCNC(=O)NCC1CC(n2cc(-c3cccc(OCc4ccccc4)c3)c3c(N)ncnc32)C1. As a reaction SMILES: [CH2:31]([CH2:32][CH3:33])[N:34]=[C:35]=[O:36].[NH2:1][CH2:2][CH:3]1[CH2:4][CH:5]([n:7]2[cH:8][c:9](-[c:17]3[cH:18][c:19]([O:23][CH2:24][c:25]4[cH:26][cH:27][cH:28][cH:29][cH:30]4)[cH:20][cH:21][cH:22]3)[c:10]3[c:11]2[n:12][cH:13][n:14][c:15]3[NH2:16])[CH2:6]1>>[NH:1]([CH2:2][CH:3]1[CH2:4][CH:5]([n:7]2[cH:8][c:9](-[c:17]3[cH:18][c:19]([O:23][CH2:24][c:25]4[cH:26][cH:27][cH:28][cH:29][cH:30]4)[cH:20][cH:21][cH:22]3)[c:10]3[c:11]2[n:12][cH:13][n:14][c:15]3[NH2:16])[CH2:6]1)[C:35]([NH:34][CH2:31][CH2:32][CH3:33])=[O:36]. Starting materials: FC1(CCN(CC1)C(=O)C=1NC2=CC=C(C=C2C1)C(=O)N1CCC(CC1)N1CCCC1)F ((4,4-difluoro-piperidin-1-yl)-[5-(4-pyrrolidin-1-yl-piperidine-1-carbonyl)-1H-indol-2-yl]-methanone), [H-].[Na+] (sodium hydride), C1(CC1)CBr (cyclopropylmethyl bromide). Run in CN(C=O)C (N,N-dimethylformamide). The product is C1(CC1)CN1C(=CC2=CC(=CC=C12)C(=O)N1CCC(CC1)N1CCCC1)C(=O)N1CCC(CC1)(F)F ([1-Cyclopropylmethyl-5-(4-pyrrolidin-1-yl-piperidine-1-carbonyl)-1H-indol-2-yl]-(4,4-difluoro-piperidin-1-yl)-methanone). The yield is 53.0%. RXN SMILES: [F:1][C:2]1([F:32])[CH2:7][CH2:6][N:5]([C:8]([C:10]2[NH:11][C:12]3[C:17]([CH:18]=2)=[CH:16][C:15]([C:19]([N:21]2[CH2:26][CH2:25][CH:24]([N:27]4[CH2:31][CH2:30][CH2:29][CH2:28]4)[CH2:23][CH2:22]2)=[O:20])=[CH:14][CH:13]=3)=[O:9])[CH2:4][CH2:3]1.[H-].[Na+].[CH:35]1([CH2:38]Br)[CH2:37][CH2:36]1>CN(C)C=O>[CH:35]1([CH2:38][N:11]2[C:12]3[C:17](=[CH:16][C:15]([C:19]([N:21]4[CH2:22][CH2:23][CH:24]([N:27]5[CH2:31][CH2:30][CH2:29][CH2:28]5)[CH2:25][CH2:26]4)=[O:20])=[CH:14][CH:13]=3)[CH:18]=[C:10]2[C:8]([N:5]2[CH2:6][CH2:7][C:2]([F:1])([F:32])[CH2:3][CH2:4]2)=[O:9])[CH2:37][CH2:36]1 |f:1.2|. Procedure: The title compound was synthesized in analogy to example 51, from (4,4-difluoro-piperidin-1-yl)-[5-(4-pyrrolidin-1-yl-piperidine-1-carbonyl)-1H-indol-2-yl]-methanone (example 169), sodium hydride and cyclopropylmethyl bromide in N,N-dimethylformamide, to give the desired product as a yellow solid (53%). Reactants: NC1=NC=C(C=C1)C(F)(F)F (2-amino-5-trifluoromethylpyridine), C(C)SC1=C(C(=O)O)C=CC(=C1)C(F)(F)F (2-ethylsulfanyl-4-trifluoromethylbenzoic acid), CCN=C=NCCCN(C)C.Cl (EDCI hydrochloride), C=1C=CC2=C(C1)N=NN2O (HOBt), C([O-])(O)=O.[Na+] (sodium bicarbonate). Solvent: N1=CC=CC=C1 (pyridine). Run at temperature 60 celsius, time 1 hour. Product: C(C)SC1=C(C(=O)NC2=NC=C(C=C2)C(F)(F)F)C=CC(=C1)C(F)(F)F (2-ethylsulfanyl-4-trifluoromethyl-N-(5-trifluoromethyl-pyridin-2-yl)-benzamide). Yield: 65.0%. As a reaction SMILES: [NH2:1][C:2]1[CH:7]=[CH:6][C:5]([C:8]([F:11])([F:10])[F:9])=[CH:4][N:3]=1.[CH2:12]([S:14][C:15]1[CH:23]=[C:22]([C:24]([F:27])([F:26])[F:25])[CH:21]=[CH:20][C:16]=1[C:17](O)=[O:18])[CH3:13].CCN=C=NCCCN(C)C.Cl.C1C=CC2N(O)N=NC=2C=1.C(=O)(O)[O-].[Na+]>N1C=CC=CC=1>[CH2:12]([S:14][C:15]1[CH:23]=[C:22]([C:24]([F:26])([F:25])[F:27])[CH:21]=[CH:20][C:16]=1[C:17]([NH:1][C:2]1[CH:7]=[CH:6][C:5]([C:8]([F:9])([F:11])[F:10])=[CH:4][N:3]=1)=[O:18])[CH3:13] |f:2.3,5.6|. Procedure: A mixture of 1.62 g of 2-amino-5-trifluoromethylpyridine, 2.5 g of 2-ethylsulfanyl-4-trifluoromethylbenzoic acid, 2.3 g of EDCI hydrochloride, 0.13 g of HOBt and 5 mL of pyridine was stirred at room temperature for 2 hours and at 60° C. for 1 hour. A saturated aqueous sodium bicarbonate solution was added to the cooled reaction mixture, and the mixture was extracted with ethyl acetate. The organic layer was dried over anhydrous sodium sulfate and then concentrated under reduced pressure, and the... Starting materials: ClC1=C(C=CC=C1)C(CCO)NC(CN1N=C(N(C1=O)C[C@@H](C(F)(F)F)O)C1=CC=C(C=C1)Cl)=O (N-[1-(2-Chlorophenyl)-3-hydroxypropyl]-2-{3-(4-chlorophenyl)-5-oxo-4-[(2S)-3,3,3-trifluoro-2-hydroxypropyl]-4,5-dihydro-1H-1,2,4-triazol-1-yl}acetamide), ClC1=CC=C(C=C1)C1=NN(C(N1C1CC1)=O)CC(=O)O ([3-(4-chlorophenyl)-4-cyclopropyl-5-oxo-4,5-dihydro-1H-1,2,4-triazol-1-yl]acetic acid). Product: ClC1=CC=C(C=C1)C1=NN(C(N1C1CC1)=O)CC(=O)NC(CCO)C1=C(C=CC=C1)Cl (2-[3-(4-Chlorophenyl)-4-cyclopropyl-5-oxo-4,5-dihydro-1H-1,2,4-triazol-1-yl]-N-[1-(2-chlorophenyl)-3-hydroxypropyl]acetamide). RXN SMILES: [Cl:1][C:2]1[CH:7]=[CH:6][CH:5]=[CH:4][C:3]=1[CH:8]([NH:12][C:13](=[O:35])[CH2:14][N:15]1[C:19](=[O:20])[N:18]([CH2:21][C@H:22](O)[C:23](F)(F)F)[C:17]([C:28]2[CH:33]=[CH:32][C:31]([Cl:34])=[CH:30][CH:29]=2)=[N:16]1)[CH2:9][CH2:10][OH:11].ClC1C=CC(C2N(C3CC3)C(=O)N(CC(O)=O)N=2)=CC=1>>[Cl:34][C:31]1[CH:30]=[CH:29][C:28]([C:17]2[N:18]([CH:21]3[CH2:23][CH2:22]3)[C:19](=[O:20])[N:15]([CH2:14][C:13]([NH:12][CH:8]([C:3]3[CH:4]=[CH:5][CH:6]=[CH:7][C:2]=3[Cl:1])[CH2:9][CH2:10][OH:11])=[O:35])[N:16]=2)=[CH:33][CH:32]=1. Reported procedure: In the same way as for the compound from Example 82, 30 mg (0.10 mmol) of [3-(4-chlorophenyl)-4-cyclopropyl-5-oxo-4,5-dihydro-1H-1,2,4-triazol-1-yl]acetic acid (for preparation see WO 2007/134862, Example 88A) were reacted. This gave 14 mg (30% of theory) of the target compound. Reactants: CO, O=[N+]([O-])c1c(F)c(Cl)c(O)c(Cl)c1F, [H][H]. Product: Nc1c(F)c(Cl)c(O)c(Cl)c1F. As a reaction SMILES: [CH3:17][OH:18].[Cl:1][c:2]1[c:3]([OH:14])[c:4]([Cl:13])[c:5]([F:12])[c:6]([N+:9]([O-:10])=[O:11])[c:7]1[F:8].[H:15][H:16]>>[Cl:1][c:2]1[c:3]([OH:14])[c:4]([Cl:13])[c:5]([F:12])[c:6]([NH2:9])[c:7]1[F:8].